This data is from the Open Reaction Database (ORD), a public repository of structured organic reaction records. The task is: describe an organic reaction: reactants, conditions, products, and yield Reactants: CCCCCc1cc(O)c2c(c1)OC(C)(C)c1ccncc1-2, CC(=O)OC(C)=O, c1ccncc1. The product is CCCCCc1cc(OC(C)=O)c2c(c1)OC(C)(C)c1ccncc1-2. RXN SMILES: [CH3:1][C:2]1([CH3:22])[O:3][c:4]2[c:5]([c:6]([OH:15])[cH:7][c:8]([CH2:10][CH2:11][CH2:12][CH2:13][CH3:14])[cH:9]2)-[c:16]2[c:17]1[cH:18][cH:19][n:20][cH:21]2.[CH3:23][C:24](=[O:25])[O:26][C:27](=[O:28])[CH3:29].[cH:30]1[cH:31][cH:32][n:33][cH:34][cH:35]1>>[CH3:1][C:2]1([CH3:22])[O:3][c:4]2[c:5]([c:6]([O:15][C:24]([CH3:23])=[O:25])[cH:7][c:8]([CH2:10][CH2:11][CH2:12][CH2:13][CH3:14])[cH:9]2)-[c:16]2[c:17]1[cH:18][cH:19][n:20][cH:21]2. Starting materials: C(C1=CC=C(C=C1)OC)(=O)Cl (anisoyl chloride), C[Mg]I (methylmagnesium iodide), N1C=CC2=CC=CC=C12 (indole). The solvent is CCOCC (ether), CCOCC (ether), CCOCC (ether). Product: COC1=CC=C(C(=O)C2=CNC3=CC=CC=C23)C=C1 (3-(p-methoxybenzoyl)indole). As a reaction SMILES: [NH:1]1[C:9]2[C:4](=[CH:5][CH:6]=[CH:7][CH:8]=2)[CH:3]=[CH:2]1.C[Mg]I.[C:13](Cl)(=[O:22])[C:14]1[CH:19]=[CH:18][C:17]([O:20][CH3:21])=[CH:16][CH:15]=1>CCOCC>[CH3:21][O:20][C:17]1[CH:18]=[CH:19][C:14]([C:13]([C:3]2[C:4]3[C:9](=[CH:8][CH:7]=[CH:6][CH:5]=3)[NH:1][CH:2]=2)=[O:22])=[CH:15][CH:16]=1. Reported procedure: 30 ml of ether solution containing 4.0 g of indole were added to 10 ml of ether solution containing 5.0 g of methylmagnesium iodide. And then 30 ml of ether solution containing 5.7 g of anisoyl chloride were added dropwise to the solution. The reaction mixture was allowed to stand for several hours and further refluxed for 3 hours. After cooling, the reaction mixture was washed with aqueous solution of sodium hydrogencarbonate. The obtained organic layer was evaporated to dryness under reduced p... Reactants: C(C)C1=CC=C(C=C1)C1=CC=CC=C1 (4-ethylbiphenyl), I(=O)(O)(O)(O)(O)O (orthoperiodic acid), II (iodine), S(O)(O)(=O)=O (sulfuric acid). Solvent: O (water), O (water), C(C)(=O)O (acetic acid). Run at temperature 70 celsius. Product: IC1=CC=C(C=C1)C1=CC=C(C=C1)CC (4-iodo-4′-ethylbiphenyl). As a reaction SMILES: [CH2:1]([C:3]1[CH:8]=[CH:7][C:6]([C:9]2[CH:14]=[CH:13][CH:12]=[CH:11][CH:10]=2)=[CH:5][CH:4]=1)[CH3:2].[I:15](O)(O)(O)(O)(O)=O.II.S(=O)(=O)(O)O>O.C(O)(=O)C>[I:15][C:12]1[CH:13]=[CH:14][C:9]([C:6]2[CH:7]=[CH:8][C:3]([CH2:1][CH3:2])=[CH:4][CH:5]=2)=[CH:10][CH:11]=1. Procedure details: 25.0 g (137 mmol) of 4-ethylbiphenyl, 7.23 g (27.4 mmol) of orthoperiodic acid, 13.9 g (54.9 mmol) of iodine, 133 ml of acetic acid, 27 ml of water and 4.1 ml of sulfuric acid were placed in a 500 ml three-necked flask with a mechanical stirrer and bulb-shaped cooler. This was heated to 70° C. in a water bath, and subjected to the reaction for 2 hours. The product was cooled down to the ambient temperature. To this was added 300 ml of water, which was subjected to the extraction with chloroform.... Starting materials: ClC1=NC2=CC=C(C=C2C=C1C(=O)O)Cl (2,6-dichloroquinoline-3-carboxylic acid), NC(C(=O)O)CC1=CC=C(C=C1)Br (2-amino-3-(4-bromo-phenyl)-propionic acid). Solvent: CS(=O)C (DMSO). Yields the product BrC1=CC=C(C=C1)CC(C(=O)O)NC1=NC2=CC=C(C=C2C=C1C(=O)O)Cl (2-[2-(4-Bromo-phenyl)-1-carboxy-ethylamino]-6-chloro-quinoline-3-carboxylic acid). Reaction SMILES: Cl[C:2]1[C:11]([C:12]([OH:14])=[O:13])=[CH:10][C:9]2[C:4](=[CH:5][CH:6]=[C:7]([Cl:15])[CH:8]=2)[N:3]=1.[NH2:16][CH:17]([CH2:21][C:22]1[CH:27]=[CH:26][C:25]([Br:28])=[CH:24][CH:23]=1)[C:18]([OH:20])=[O:19]>CS(C)=O>[Br:28][C:25]1[CH:24]=[CH:23][C:22]([CH2:21][CH:17]([NH:16][C:2]2[C:11]([C:12]([OH:14])=[O:13])=[CH:10][C:9]3[C:4](=[CH:5][CH:6]=[C:7]([Cl:15])[CH:8]=3)[N:3]=2)[C:18]([OH:20])=[O:19])=[CH:27][CH:26]=1. Procedure details: In close analogy to the procedure described in Example 1, 2,6-dichloroquinoline-3-carboxylic acid is reacted with 2-amino-3-(4-bromo-phenyl)-propionic acid in DMSO to provide the title compound in good yield. Starting materials: O1COC2=C1C=CC(=C2)CN2C=C(CC2)O (1-(Benzo[d][1,3]dioxol-5-ylmethyl)pyrrolin-3-ol), C[N+]1(CCOCC1)[O-] (4-methylmorpholine N-oxide). Reagents/catalysts: [Ru](=O)(=O)(=O)[O-].C(CC)[N+](CCC)(CCC)CCC (tetrapropylammonium perruthenate). Solvent: C(Cl)Cl (DCM), C(Cl)Cl (DCM). Reaction conditions: time 18 hour. Yields the product O1COC2=C1C=CC(=C2)CN2CC(CC2)=O (1-(Benzo[d][1,3]dioxol-5-ylmethyl)pyrrolidin-3-one). Yield: 84.0%. As a reaction SMILES: [O:1]1[C:5]2[CH:6]=[CH:7][C:8]([CH2:10][N:11]3[CH2:15][CH2:14][C:13]([OH:16])=[CH:12]3)=[CH:9][C:4]=2[O:3][CH2:2]1.C[N+]1([O-])CCOCC1>C(Cl)Cl.[Ru]([O-])(=O)(=O)=O.C([N+](CCC)(CCC)CCC)CC>[O:1]1[C:5]2[CH:6]=[CH:7][C:8]([CH2:10][N:11]3[CH2:15][CH2:14][C:13](=[O:16])[CH2:12]3)=[CH:9][C:4]=2[O:3][CH2:2]1 |f:3.4|. Reported procedure: A solution of alcohol 273 (0.78 g, 3.53 mmol) in dry DCM (40 mL) was treated with 4 Å molecular sieves (powder, 3.49 g) and 4-methylmorpholine N-oxide (NMO) (2.11 g, 18.03 mmol) and the suspension was stirred under nitrogen atmosphere for 18 h. The reaction mixture was cooled to 0° C. for the addition of solid tetrapropylammonium perruthenate (TPAP) (0.11 g, 0.31 mmol) and stirred for 30 min, then diluted with DCM, filtered through a Celite® pad, washed with saturated NaHCO3, dried over MgSO4, f... Product: C(C1=CC=CC=C1)N[C@@H]1[C@@H](CCCC1)CO.OCCC1COC2=C1C=CC=C2OCC(=O)O ((+)-3-(2-hydroxyethyl)-2,3-dihydrobenzofuran-7-yloxyacetic acid (−)-cis-2-benzylaminocyclohexanemethanol salt). Reported procedure: 3-(2-hydroxyethyl)-2,3-dihydrobenzofuran-7-yloxyacetic acid (2.91 g) was dissolved in ethanol (30 ml), and (−)-cis-2-benzylaminocyclohexanemethanol (1.88 g) was added to the resultant solution, followed by reflux and dissolution. Ethyl acetate (15 ml) was then added to the resultant solution, and the mixture was cooled to room temperature to obtain crystals. The thus-obtained crystals were filtered off, and then recrystallized 6 times from ethanol to obtain the object compound of 97%e.e (0.77 g,... Isolated yield 14.0%. Solvent: C(C)O (ethanol). Reactants: OCCC1COC2=C1C=CC=C2OCC(=O)O (3-(2-hydroxyethyl)-2,3-dihydrobenzofuran-7-yloxyacetic acid), C(C)(=O)OCC (Ethyl acetate), resultant solution, C(C1=CC=CC=C1)N[C@@H]1[C@@H](CCCC1)CO ((−)-cis-2-benzylaminocyclohexanemethanol), resultant solution. Reaction SMILES: [OH:1][CH2:2][CH2:3][CH:4]1[C:8]2[CH:9]=[CH:10][CH:11]=[C:12]([O:13][CH2:14][C:15]([OH:17])=[O:16])[C:7]=2[O:6][CH2:5]1.[CH2:18]([NH:25][C@H:26]1[CH2:31][CH2:30][CH2:29][CH2:28][C@H:27]1[CH2:32][OH:33])[C:19]1[CH:24]=[CH:23][CH:22]=[CH:21][CH:20]=1.C(OCC)(=O)C>C(O)C>[CH2:18]([NH:25][C@H:26]1[CH2:31][CH2:30][CH2:29][CH2:28][C@H:27]1[CH2:32][OH:33])[C:19]1[CH:24]=[CH:23][CH:22]=[CH:21][CH:20]=1.[OH:1][CH2:2][CH2:3][CH:4]1[C:8]2[CH:9]=[CH:10][CH:11]=[C:12]([O:13][CH2:14][C:15]([OH:17])=[O:16])[C:7]=2[O:6][CH2:5]1 |f:4.5|. Reactants: CN(C=O)C (Dimethylformamide), BrC1=C2C=3[C@H](CN(C3C=C1)C(C1=CC=CC=C1)(C1=CC=CC=C1)C1=CC=CC=C1)C[C@@H](C2)N(CCC)CCC ((-)(2aR,4S)-6-bromo-1-trityl-4-(di-n-propylamino)-1,2,2a,3,4,5-hexahydrobenz[cd]indole), solution, C(CCC)[Li] (n-butyllithium). The solvent is O1CCCC1 (tetrahydrofuran), CCCCCC (hexane). Conditions: temperature -78 celsius, time 1 hour. The product is C(=O)C1=C2C=3[C@H](CN(C3C=C1)C(C1=CC=CC=C1)(C1=CC=CC=C1)C1=CC=CC=C1)C[C@@H](C2)N(CCC)CCC ((-)(2aR,4S)-6-formyl-1-trityl-4-(di-n-propylamino)-1,2,2a,3,4,5-hexahydrobenz[cd]indole). As a reaction SMILES: Br[C:2]1[CH:10]=[CH:9][C:8]2[N:7]([C:11]([C:24]3[CH:29]=[CH:28][CH:27]=[CH:26][CH:25]=3)([C:18]3[CH:23]=[CH:22][CH:21]=[CH:20][CH:19]=3)[C:12]3[CH:17]=[CH:16][CH:15]=[CH:14][CH:13]=3)[CH2:6][C@@H:5]3[CH2:30][C@H:31]([N:33]([CH2:37][CH2:38][CH3:39])[CH2:34][CH2:35][CH3:36])[CH2:32][C:3]=1[C:4]=23.C([Li])CCC.CN(C)[CH:47]=[O:48]>O1CCCC1.CCCCCC>[CH:47]([C:2]1[CH:10]=[CH:9][C:8]2[N:7]([C:11]([C:24]3[CH:25]=[CH:26][CH:27]=[CH:28][CH:29]=3)([C:12]3[CH:17]=[CH:16][CH:15]=[CH:14][CH:13]=3)[C:18]3[CH:23]=[CH:22][CH:21]=[CH:20][CH:19]=3)[CH2:6][C@@H:5]3[CH2:30][C@H:31]([N:33]([CH2:37][CH2:38][CH3:39])[CH2:34][CH2:35][CH3:36])[CH2:32][C:3]=1[C:4]=23)=[O:48]. Reported procedure: To a solution of (-)(2aR,4S)-6-bromo-1-trityl-4-(di-n-propylamino)-1,2,2a,3,4,5-hexahydrobenz[cd]indole (6.8 g, 12 mmol) in 100 ml of tetrahydrofuran cooled to -78° C. under a nitrogen atmosphere was added dropwise a 1.6M solution of n-butyllithium in hexane. The reaction mixture was stirred at -78° C. for 1 hour. Dimethylformamide (3 ml) was added to the reaction mixture and the mixture was stirred at room temperature for 30 minutes. The reaction mixture was quenched with water and then extract... Starting materials: C(C1=CC=CC=C1)OC[C@H]1N(CCN(C1)C)C=1C=CC(=C(C1)NC1=NC=2C3=C(CCC2C=N1)C(=NN3C)C(=O)N)OC(F)(F)F (8-[5-((S)-2-benzyloxymethyl-4-methyl-piperazin-1-yl)-2-trifluoromethoxy-phenylamino]-1-methyl-4,5-dihydro-1H-pyrazolo[4,3-h]quinazoline-3-carboxamide), B(Cl)(Cl)Cl (BCl3), CO (MeOH). The solvent is C(Cl)Cl (DCM), C(Cl)Cl (DCM). Conditions: temperature 0 celsius, time 8 hour. Yields the product OC[C@H]1N(CCN(C1)C)C=1C=CC(=C(C1)NC1=NC=2C3=C(CCC2C=N1)C(=NN3C)C(=O)N)OC(F)(F)F (8-[5-((S)-2-Hydroxymethyl-4-methyl-piperazin-1-yl)-2-trifluoromethoxy-phenylamino]-1-methyl-4,5-dihydro-1H-pyrazolo[4,3-h]quinazoline-3-carboxamide). As a reaction SMILES: C([O:8][CH2:9][C@@H:10]1[CH2:15][N:14]([CH3:16])[CH2:13][CH2:12][N:11]1[C:17]1[CH:18]=[CH:19][C:20]([O:41][C:42]([F:45])([F:44])[F:43])=[C:21]([NH:23][C:24]2[N:33]=[CH:32][C:31]3[CH2:30][CH2:29][C:28]4[C:34]([C:38]([NH2:40])=[O:39])=[N:35][N:36]([CH3:37])[C:27]=4[C:26]=3[N:25]=2)[CH:22]=1)C1C=CC=CC=1.B(Cl)(Cl)Cl.CO>C(Cl)Cl>[OH:8][CH2:9][C@@H:10]1[CH2:15][N:14]([CH3:16])[CH2:13][CH2:12][N:11]1[C:17]1[CH:18]=[CH:19][C:20]([O:41][C:42]([F:43])([F:44])[F:45])=[C:21]([NH:23][C:24]2[N:33]=[CH:32][C:31]3[CH2:30][CH2:29][C:28]4[C:34]([C:38]([NH2:40])=[O:39])=[N:35][N:36]([CH3:37])[C:27]=4[C:26]=3[N:25]=2)[CH:22]=1. Reported procedure: To a solution of 8-[5-((S)-2-benzyloxymethyl-4-methyl-piperazin-1-yl)-2-trifluoromethoxy-phenylamino]-1-methyl-4,5-dihydro-1H-pyrazolo[4,3-h]quinazoline-3-carboxamide (53 mg, 0.08 mmol) in DCM (1.7 mL) under an atmosphere of N2, at −78° C. 1M BCl3 in DCM (0.17 mL) was added dropwise. Under complete addition the solution was stirred at 0° C. for 30 min and at room temperature overnight. Then 2 mL of MeOH was added. The solvent was removed under reduced pressure and the residue was diluted with Et...